Dataset: the Open Reaction Database (ORD), a public repository of structured organic reaction records. Task: describe an organic reaction: reactants, conditions, products, and yield Starting materials: C(C1=CC=CC=C1)NC1=NC(=NC=C1C(=O)OCC)SC (ethyl 4-(benzylamino)-2-(methylthio)pyrimidine-5-carboxylate), C(C)C(CNC1=NC(=NC=C1C(=O)OC)SC)CC (methyl 4-[(2-ethylbutyl)amino]-2-(methylthio)pyrimidine-5-carboxylate). The product is C(C1=CC=CC=C1)NC1=NC(=NC=C1C(=O)O)SC (4-(benzylamino)-2-(methylthio)pyrimidine-5-carboxylic acid). RXN SMILES: [CH2:1]([NH:8][C:9]1[C:14]([C:15]([O:17]CC)=[O:16])=[CH:13][N:12]=[C:11]([S:20][CH3:21])[N:10]=1)[C:2]1[CH:7]=[CH:6][CH:5]=[CH:4][CH:3]=1.C(C(CC)CNC1C(C(OC)=O)=CN=C(SC)N=1)C>>[CH2:1]([NH:8][C:9]1[C:14]([C:15]([OH:17])=[O:16])=[CH:13][N:12]=[C:11]([S:20][CH3:21])[N:10]=1)[C:2]1[CH:3]=[CH:4][CH:5]=[CH:6][CH:7]=1. Procedure details: The title compound was prepared according to the procedure of Example 108B substituting the product of Example 150A for the product of Example 108A. (0.185 g, 78%). The reactants are C(C)(=O)OC(C)=O (Acetic anhydride), FC1=CC=C(C=2CCOC21)CCCN (3-(7-fluoro-2,3-dihydro-benzofuran-4-yl)-propylamine), C1CCOC1 (THF). Run in N1=CC=CC=C1 (pyridine). Reaction conditions: time 8 hour. Yields the product FC1=CC=C(C=2CCOC21)CCCNC(C)=O (N-[3-(7-Fluoro-2,3-dihydro-benzofuran-4-yl)-propyl]-acetamide), oil. Reaction SMILES: [C:1](OC(=O)C)(=[O:3])[CH3:2].[F:8][C:9]1[C:17]2[O:16][CH2:15][CH2:14][C:13]=2[C:12]([CH2:18][CH2:19][CH2:20][NH2:21])=[CH:11][CH:10]=1.C1COCC1>N1C=CC=CC=1>[F:8][C:9]1[C:17]2[O:16][CH2:15][CH2:14][C:13]=2[C:12]([CH2:18][CH2:19][CH2:20][NH:21][C:1](=[O:3])[CH3:2])=[CH:11][CH:10]=1. Procedure details: Acetic anhydride (0.18 ml) was added dropwise to a solution of 3-(7-fluoro-2,3-dihydro-benzofuran-4-yl)-propylamine (256 mg) in, dry THF (10 ml) containing pyridine (0.21 ml) at 0° under nitrogen and the solution stirred overnight at room temperature. The solution was evaporated and the residue purified by column chromatography. Eluting with dichloromethane:methanol: (50:1) gave the title compound as a colouriess oil (133 mg) The reactants are FC(C1=CC2=C(N(C=N2)C2=CC=C(OC(C(=O)OCC)C)C=C2)C=C1)(F)F (Ethyl 2-(4-(5-(trifluoromethyl)benzimidazol-1-yl)phenoxy)propionate), [OH-].[Na+] (sodium hydroxide), Cl (hydrochloric acid). Solvent: C(C)O (ethanol). The product is FC(C1=CC2=C(N(C=N2)C2=CC=C(OC(C(=O)O)C)C=C2)C=C1)(F)F (2-(4-(5-(trifluoromethyl)benzimidazol-1-yl)phenoxy)propionic acid). RXN SMILES: [F:1][C:2]([F:27])([F:26])[C:3]1[CH:25]=[CH:24][C:6]2[N:7]([C:10]3[CH:23]=[CH:22][C:13]([O:14][CH:15]([CH3:21])[C:16]([O:18]CC)=[O:17])=[CH:12][CH:11]=3)[CH:8]=[N:9][C:5]=2[CH:4]=1.[OH-].[Na+].Cl>C(O)C>[F:27][C:2]([F:1])([F:26])[C:3]1[CH:25]=[CH:24][C:6]2[N:7]([C:10]3[CH:23]=[CH:22][C:13]([O:14][CH:15]([CH3:21])[C:16]([OH:18])=[O:17])=[CH:12][CH:11]=3)[CH:8]=[N:9][C:5]=2[CH:4]=1 |f:1.2|. Procedure details: A mixture of 3.7 g of 1, 0.39 g of sodium hydroxide and 50 ml of ethanol was refluxed for two hours, then it was cooled to room temperature, acidified with hydrochloric acid and extracted with ether. Concentration of the ether extract gave 2, as a white solid, m.p.: 181°-182° C. Run in Cl (HCl). RXN SMILES: C(OC(=O)[NH:7][CH:8]([C:16](=[O:40])[NH:17][CH:18]1[CH2:23][CH2:22][CH2:21][CH:20]([N:24]2[C:33]3[CH:32]=[CH:31][CH:30]=[C:29]([Cl:34])[C:28]=3[C:27]3=[N:35][O:36][C:37]([CH3:38])=[C:26]3[C:25]2=[O:39])[CH2:19]1)[CH2:9][C:10]1[CH:15]=[CH:14][CH:13]=[CH:12][CH:11]=1)(C)(C)C>Cl>[NH2:7][CH:8]([CH2:9][C:10]1[CH:11]=[CH:12][CH:13]=[CH:14][CH:15]=1)[C:16]([NH:17][CH:18]1[CH2:23][CH2:22][CH2:21][CH:20]([N:24]2[C:33]3[CH:32]=[CH:31][CH:30]=[C:29]([Cl:34])[C:28]=3[C:27]3=[N:35][O:36][C:37]([CH3:38])=[C:26]3[C:25]2=[O:39])[CH2:19]1)=[O:40]. Product: NC(C(=O)NC1CC(CCC1)N1C(C=2C(C=3C(=CC=CC13)Cl)=NOC2C)=O)CC2=CC=CC=C2 (2-Amino-N-[3-(9-chloro-3-methyl-4-oxo-5H-isoxazolo[4,3-c]quinolin-5-yl)cyclohexyl]-3-phenylpropionamide). Procedure details: A solution of {1-[3-(9-chloro-3-methyl-4-oxo-5H-isoxazolo[4,3-c]quinolin-5-yl)-cyclohexylcarbamoyl]-2-phenyl-ethyl}-carbamic acid tert-butyl ester, 82 mg (0.14 mmol) in 15 mL of HCl-saturated acetic acid was stirred three hours at rt., then concentrated to dryness. The residue was slurried 3× in acetonitrile and concentrated to dryness to give a quantitative yield of the title compound as a tan foam. MS (ion spray) 479.2. (M+). The reactants are C(C)(C)(C)OC(NC(CC1=CC=CC=C1)C(NC1CC(CCC1)N1C(C=2C(C=3C(=CC=CC13)Cl)=NOC2C)=O)=O)=O ({1-[3-(9-chloro-3-methyl-4-oxo-5H-isoxazolo[4,3-c]quinolin-5-yl)-cyclohexylcarbamoyl]-2-phenyl-ethyl}-carbamic acid tert-butyl ester). Reactants: FC1=C(C(=CC=C1)F)N1C(C=CC2=C1N=C(N=C2C2=C(C=C(C=C2)F)C)S(=O)(=O)C)=O (8-(2,6-difluoro-phenyl)-4-(4-fluoro-2-methyl-phenyl)-2-methane-sulfonyl-8H-pyrido[2,3-d]pyrimidin-7-one), FC(CN)(F)F (trifluoroethylamine). Yields the product FC(CNC=1N=C(C2=C(N1)N(C(C=C2)=O)C2=C(C=CC=C2F)F)C2=C(C=C(C=C2)F)C)(F)F (2-(2,2,2-Trifluoroethylamino)-4-(4-fluoro-2-methylphenyl)-8-(2,6-difluorophenyl)-8H-pyrido[2,3-d]pyrimidin-7-one). Reaction SMILES: [F:1][C:2]1[CH:7]=[CH:6][CH:5]=[C:4]([F:8])[C:3]=1[N:9]1[C:14]2[N:15]=[C:16](S(C)(=O)=O)[N:17]=[C:18]([C:19]3[CH:24]=[CH:23][C:22]([F:25])=[CH:21][C:20]=3[CH3:26])[C:13]=2[CH:12]=[CH:11][C:10]1=[O:31].[F:32][C:33]([F:37])([F:36])[CH2:34][NH2:35]>>[F:32][C:33]([F:37])([F:36])[CH2:34][NH:35][C:16]1[N:17]=[C:18]([C:19]2[CH:24]=[CH:23][C:22]([F:25])=[CH:21][C:20]=2[CH3:26])[C:13]2[CH:12]=[CH:11][C:10](=[O:31])[N:9]([C:3]3[C:2]([F:1])=[CH:7][CH:6]=[CH:5][C:4]=3[F:8])[C:14]=2[N:15]=1. Procedure details: The product of Example 48 (300 mg, 0.67 mmol) and trifluoroethylamine (300 mg, 3 mmol) were dissolved in THE (10 ml) and sealed in a vial under Ar. The mixture was heated in an oil bath to 60° for 4 days. The solvents were removed in vacuo, and the residue was flash chromatographed with 60-90% CH2Cl2/hexane. Recrystallization from CH2Cl2/hexane gave the title compound as a white crystalline solid. mp 195-196°, LC MS m/z=465(MH+) Retention time=2.38 min. RXN SMILES: [C:21]([BH3-:22])#[N:23].[CH3:17][C:18](=[O:19])[OH:20].[Cl:25][CH:26]([Cl:27])[CH3:28].[ClH:14].[N+:1](=[O:2])([O-:3])[c:4]1[cH:5][cH:6][c:7]2[c:12]([cH:13]1)[CH2:11][NH:10][CH2:9][CH2:8]2.[Na+:16].[Na+:24].[OH-:15]>>[N+:1](=[O:2])([O-:3])[c:4]1[cH:5][cH:6][c:7]2[c:12]([cH:13]1)[CH2:11][N:10]([CH3:17])[CH2:9][CH2:8]2. The product is CN1CCc2ccc([N+](=O)[O-])cc2C1. Reactants: [BH3-]C#N, CC(=O)O, CC(Cl)Cl, Cl, O=[N+]([O-])c1ccc2c(c1)CNCC2, [Na+], [Na+], [OH-].